This data is from the Open Reaction Database (ORD), a public repository of structured organic reaction records. The task is: describe an organic reaction: reactants, conditions, products, and yield The reactants are [Sn](C)(C)(C)C (Sn(CH3)4), BrC=1C(=NSC1NC(=O)[C@H]1[C@@H](C1)C)C1=CC(=C(C=C1)OC)F ((R,R)—N-[4-bromo-3-(3-fluoro-4-methoxyphenyl)-isothiazol-5-yl]-2-methylcyclopropanecarboxamide). The reagents and catalysts are Cl[Pd]([P](C1=CC=CC=C1)(C2=CC=CC=C2)C3=CC=CC=C3)([P](C4=CC=CC=C4)(C5=CC=CC=C5)C6=CC=CC=C6)Cl (PdCl2(PPh3)2). Solvent: CN(C)C=O (DMF), CCOC(=O)C (EtOAc), [Cl-].[Na+].O (brine). Conditions: temperature 130 celsius, time 8 hour. Yields the product FC=1C=C(C=CC1OC)C1=NSC(=C1C)NC(=O)[C@H]1[C@@H](C1)C ((R,R)—N-[3-(3-fluoro-4-methoxyphenyl)-4-methylisothiazol-5-yl]-2-methylcyclopropanecarboxamide). Isolated yield 49.2%. Reaction SMILES: [Sn](C)(C)(C)[CH3:2].Br[C:7]1[C:8]([C:19]2[CH:24]=[CH:23][C:22]([O:25][CH3:26])=[C:21]([F:27])[CH:20]=2)=[N:9][S:10][C:11]=1[NH:12][C:13]([C@@H:15]1[CH2:17][C@H:16]1[CH3:18])=[O:14]>CN(C=O)C.CCOC(C)=O.[Cl-].[Na+].O.Cl[Pd](Cl)([P](C1C=CC=CC=1)(C1C=CC=CC=1)C1C=CC=CC=1)[P](C1C=CC=CC=1)(C1C=CC=CC=1)C1C=CC=CC=1>[F:27][C:21]1[CH:20]=[C:19]([C:8]2[C:7]([CH3:2])=[C:11]([NH:12][C:13]([C@@H:15]3[CH2:17][C@H:16]3[CH3:18])=[O:14])[S:10][N:9]=2)[CH:24]=[CH:23][C:22]=1[O:25][CH3:26] |f:4.5.6,^1:44,63|. Procedure: Add PdCl2(PPh3)2 (0.15 g, 0.21 mmol) and Sn(CH3)4 (0.79 mL, 1.02 g, 5.71 mmol) to (R,R)—N-[4-bromo-3-(3-fluoro-4-methoxyphenyl)-isothiazol-5-yl]-2-methylcyclopropanecarboxamide (0.55 g, 1.43 mmol) in DMF (3 mL), and stir the reaction mixture at 130° C. in a sealed tube overnight. Dilute with EtOAc (100 mL) and brine (100 mL). Collect the organic phase, dry (K2CO3) and evaporate. Take up the resultant oil in 1:1 MTBE:KF (aqueous, 15%) (50 mL) and stir at reflux for 1 h. Pour the cooled solution o... Starting materials: CCOC(=O)c1ccnc(Cl)c1, OB(O)c1ccc(Cl)cc1. Yields the product CCOC(=O)c1ccnc(-c2ccc(Cl)cc2)c1. Reaction SMILES: [Cl:11][c:12]1[cH:13][c:14]([C:15](=[O:16])[O:17][CH2:18][CH3:19])[cH:20][cH:21][n:22]1.[Cl:1][c:2]1[cH:3][cH:4][c:5]([B:8]([OH:9])[OH:10])[cH:6][cH:7]1>>[Cl:1][c:2]1[cH:3][cH:4][c:5](-[c:12]2[cH:13][c:14]([C:15](=[O:16])[O:17][CH2:18][CH3:19])[cH:20][cH:21][n:22]2)[cH:6][cH:7]1. The reactants are CCC(=O)N1C(=O)OCC1Cc1ccccc1, CC=O. Product: CC(O)C(C)C(=O)N1C(=O)OCC1Cc1ccccc1. RXN SMILES: [C:1]([CH2:2][CH3:3])(=[O:4])[N:5]1[C:6](=[O:17])[O:7][CH2:8][CH:9]1[CH2:10][c:11]1[cH:12][cH:13][cH:14][cH:15][cH:16]1.[CH:18]([CH3:19])=[O:20]>>[C:1]([CH:2]([CH3:3])[CH:18]([CH3:19])[OH:20])(=[O:4])[N:5]1[C:6](=[O:17])[O:7][CH2:8][CH:9]1[CH2:10][c:11]1[cH:12][cH:13][cH:14][cH:15][cH:16]1. Starting materials: [Br-], [Br-], [Br-], CC(C)(C)c1ccccc1O, CCCC[N+](CCCC)(CCCC)CCCC, CCCC[N+](CCCC)(CCCC)CCCC, CCCC[N+](CCCC)(CCCC)CCCC, ClC(Cl)Cl. The product is CC(C)(C)c1cc(Br)ccc1O. Reaction SMILES: [Br-:12].[Br-:13].[Br-:14].[C:1]([CH3:2])([CH3:3])([CH3:4])[c:5]1[c:6]([OH:11])[cH:7][cH:8][cH:9][cH:10]1.[CH2:15]([N+:16]([CH2:17][CH2:18][CH2:19][CH3:20])([CH2:21][CH2:22][CH2:23][CH3:24])[CH2:25][CH2:26][CH2:27][CH3:28])[CH2:29][CH2:30][CH3:31].[CH2:32]([N+:33]([CH2:34][CH2:35][CH2:36][CH3:37])([CH2:38][CH2:39][CH2:40][CH3:41])[CH2:42][CH2:43][CH2:44][CH3:45])[CH2:46][CH2:47][CH3:48].[CH2:49]([N+:50]([CH2:51][CH2:52][CH2:53][CH3:54])([CH2:55][CH2:56][CH2:57][CH3:58])[CH2:59][CH2:60][CH2:61][CH3:62])[CH2:63][CH2:64][CH3:65].[Cl:66][CH:67]([Cl:68])[Cl:69]>>[C:1]([CH3:2])([CH3:3])([CH3:4])[c:5]1[c:6]([OH:11])[cH:7][cH:8][c:9]([Br:12])[cH:10]1. Reactants: C[C@H]1C[C@@H]([C@@H]([C@H](/C=C(/[C@@H]([C@H](/C=C\C=C(\C(=O)NC2=CC(=O)C(=C(C1)C2=O)OC)/C)OC)OC(=O)N)\C)C)O)OC (Geldanamycin), N (NH3), solution. Product: C[C@H]1C[C@@H]([C@@H]([C@H](/C=C(/[C@@H]([C@H](/C=C\C=C(\C(=O)NC2=CC(=O)C(=C(C1)C2=O)N)/C)OC)OC(=O)N)\C)C)O)OC (17-amino-17-demethoxygeldanamycin). Procedure details: Geldanamycin (1.12 g, 2 mmol, 1 equiv) was added to anhydrous DCM (5 mL). NH3 in MeOH was added to this solution (9 mL, 100 mmol, 50 equiv) and was allowed to stir for 24 hours. At which point the reaction solution was diluted with DCM and extracted with water, followed by dilute HCl. The organic layer was collected washed with brine, dried over Na2SO4 and concentrated to yield a purple solid. This solid was recrystalized twice from acetone/heptanes to yield 0.239 of 17-amino-17-demethoxygeldana... Conditions: time 24 hour. Reaction SMILES: [CH3:1][C@@H:2]1[CH2:24][C:23]2[C:25](=[O:26])[C:18](=[CH:19][C:20]([C:22]=2OC)=[O:21])[NH:17][C:15](=[O:16])[C:14]([CH3:29])=[CH:13][CH:12]=[CH:11][C@H:10]([O:30][CH3:31])[C@@H:9]([O:32][C:33]([NH2:35])=[O:34])[C:8]([CH3:36])=[CH:7][C@H:6]([CH3:37])[C@@H:5]([OH:38])[C@@H:4]([O:39][CH3:40])[CH2:3]1.[NH3:41]>CO.C(Cl)Cl>[CH3:1][C@@H:2]1[CH2:24][C:23]2[C:25](=[O:26])[C:18](=[CH:19][C:20]([C:22]=2[NH2:41])=[O:21])[NH:17][C:15](=[O:16])[C:14]([CH3:29])=[CH:13][CH:12]=[CH:11][C@H:10]([O:30][CH3:31])[C@@H:9]([O:32][C:33]([NH2:35])=[O:34])[C:8]([CH3:36])=[CH:7][C@H:6]([CH3:37])[C@@H:5]([OH:38])[C@@H:4]([O:39][CH3:40])[CH2:3]1. Solvent: C(Cl)Cl (DCM), C(Cl)Cl (DCM), CO (MeOH).